From a dataset of the Open Reaction Database (ORD), a public repository of structured organic reaction records. describe an organic reaction: reactants, conditions, products, and yield Reactants: C1(=CC=CC=C1)[S-].[Na+] (sodium thiophenolate), COC(CCC(CBr)=O)=O (5-bromo-4-oxo-valeric acid methylester). Reaction conditions: time 2 hour. Yields the product COC(CCC(CSC1=CC=CC=C1)=O)=O (5-Phenylsulfenyl-4-oxo-valeric acid methylester). Reaction SMILES: [C:1]1([S-:7])[CH:6]=[CH:5][CH:4]=[CH:3][CH:2]=1.[Na+].[CH3:9][O:10][C:11](=[O:18])[CH2:12][CH2:13][C:14](=[O:17])[CH2:15]Br>>[CH3:9][O:10][C:11](=[O:18])[CH2:12][CH2:13][C:14](=[O:17])[CH2:15][S:7][C:1]1[CH:6]=[CH:5][CH:4]=[CH:3][CH:2]=1 |f:0.1|. Procedure details: To 100 ml of a 1M methanolic sodium thiophenolate solution there was added 22 g (0.1 mole) 5-bromo-4-oxo-valeric acid methylester during 40 minutes and the reaction mixture was stirred for two hours at room temperature. The methanol was distilled off in vacuo, to the residue there was added 200 ml ethyl acetate, and the mixture was washed successively with 30 water, 30 ml sodium bicarbonate solution, 30 ml saturated saline solution, then dried over magnesium sulfate, filtered, and the solvent wa... The reactants are [BH3-]C#N.[Na+] (NaCNBH3), NC1=NNC2=NC=NC(=C21)NC2=CC(=CC=C2)Cl (3-amino-4-(3-chloro-phenylamino)-1H-pyrazolo[3,4-d]pyrimidine), C(C)(=O)O (acetic acid), ClC=1C=C(C=O)C=CC1O (3-chloro-4-hydroxy-benzaldehyde). Procedure: Analogously to Example 21, 1.00 mmol of 3-amino-4-(3-chloro-phenylamino)-1H-pyrazolo[3,4-d]pyrimidine in 26 ml of methanol, 13 ml of DMEU and 3.0 mmol of acetic acid are first reacted with 3-chloro-4-hydroxy-benzaldehyde and then reduced with 7.00 mmol of NaCNBH3 (5-7 days). 3-(3-Chloro-4-hydroxy-benzylamino)-4-(3-chloro-phenylamino)-1H-pyrazolo[3,4-d]pyrimidine is obtained; m.p. 220° C.; HPLC: TRet (Grad5-40)=18.7. RXN SMILES: [NH2:1][C:2]1[C:10]2[C:5](=[N:6][CH:7]=[N:8][C:9]=2[NH:11][C:12]2[CH:17]=[CH:16][CH:15]=[C:14]([Cl:18])[CH:13]=2)[NH:4][N:3]=1.C(O)(=O)C.[Cl:23][C:24]1[CH:25]=[C:26]([CH:29]=[CH:30][C:31]=1[OH:32])[CH:27]=O.[BH3-]C#N.[Na+]>CO.CN1C(=O)N(C)CC1>[Cl:23][C:24]1[CH:25]=[C:26]([CH:29]=[CH:30][C:31]=1[OH:32])[CH2:27][NH:1][C:2]1[C:10]2[C:5](=[N:6][CH:7]=[N:8][C:9]=2[NH:11][C:12]2[CH:17]=[CH:16][CH:15]=[C:14]([Cl:18])[CH:13]=2)[NH:4][N:3]=1 |f:3.4|. Product: ClC=1C=C(CNC2=NNC3=NC=NC(=C32)NC3=CC(=CC=C3)Cl)C=CC1O (3-(3-Chloro-4-hydroxy-benzylamino)-4-(3-chloro-phenylamino)-1H-pyrazolo[3,4-d]pyrimidine). The solvent is CO (methanol), CN1CCN(C1=O)C (DMEU). Starting materials: Clc1ccc(Cl)c(Br)c1, CS(C)=O, [Na+], [OH-], O=C(O)CS. The product is Sc1cc(Cl)ccc1Cl. Reaction SMILES: [Br:1][c:2]1[c:3]([Cl:9])[cH:4][cH:5][c:6]([Cl:8])[cH:7]1.[CH3:17][S:18]([CH3:19])=[O:20].[Na+:16].[OH-:15].[OH:10][C:11]([CH2:12][SH:14])=[O:13]>>[c:2]1([SH:14])[c:3]([Cl:9])[cH:4][cH:5][c:6]([Cl:8])[cH:7]1.